This data is from the Open Reaction Database (ORD), a public repository of structured organic reaction records. The task is: describe an organic reaction: reactants, conditions, products, and yield Starting materials: COC=1C=C(C=O)C=CC1 (3-methoxybenzaldehyde), C(CN)N (ethylenediamine), C(=O)([O-])[O-].[K+].[K+] (K2CO3), II (I2). Run in CC(C)(C)O (t-BuOH), [O-]S(=O)[O-].[Na+].[Na+] (Na2SO3). Conditions: temperature 70 celsius. The product is N (NH3), COC=1C=C(C=CC1)C=1NCCN1 (2-(3-methoxyphenyl)-4,5-dihydro-1H-imidazole). As a reaction SMILES: [CH3:1][O:2][C:3]1[CH:4]=[C:5]([CH:8]=[CH:9][CH:10]=1)[CH:6]=O.[CH2:11]([NH2:14])[CH2:12][NH2:13].C([O-])([O-])=O.[K+].[K+].II>CC(O)(C)C.[O-]S([O-])=O.[Na+].[Na+]>[NH3:13].[CH3:1][O:2][C:3]1[CH:4]=[C:5]([C:6]2[NH:13][CH2:12][CH2:11][N:14]=2)[CH:8]=[CH:9][CH:10]=1 |f:2.3.4,7.8.9|. Reported procedure: To a solution of 3-methoxybenzaldehyde (0.895 ml) in t-BuOH (30 ml) was added ethylenediamine (0.546 ml) at room temperature. After 30 min K2CO3 (3.05 g) and I2 (2.330 g) were added then the mixture was heated to 70° C. After 4 h the mixture was diluted with saturated aqueous Na2SO3 and extracted with CHCl3 (3×). The combined organic layers were dried (Na2SO4), filtered, and concentrated. Flash column chromatography (gradient, 0-10% MeOH/CHCl3 saturated with NH3) gave 2-(3-methoxyphenyl)-4,5-dih... Reactants: Cl[Si](C(C)C)(C(C)C)C(C)C (chlorotriisopropylsilane), N1C=NC=C1 (imidazole), FC1=CC=C(CN2C(CC=3C=C4C=CC=NC4=C(C3C2=O)O)=O)C=C1 (7-(4-fluoro-benzyl)-9-hydroxy-5H-1,7-diaza-anthracene-6,8-dione). Solvent: CN(C=O)C (dimethylformamide). Yields the product FC1=CC=C(CN2C(CC=3C=C4C=CC=NC4=C(C3C2=O)O[Si](C(C)C)(C(C)C)C(C)C)=O)C=C1 (7-(4-fluoro-benzyl)-9-triisopropylsilanyloxy-5H-1,7-diaza-anthracene-6,8-dione). Reaction SMILES: [F:1][C:2]1[CH:25]=[CH:24][C:5]([CH2:6][N:7]2[C:20](=[O:21])[C:19]3[C:18]([OH:22])=[C:17]4[C:12]([CH:13]=[CH:14][CH:15]=[N:16]4)=[CH:11][C:10]=3[CH2:9][C:8]2=[O:23])=[CH:4][CH:3]=1.Cl[Si:27]([CH:34]([CH3:36])[CH3:35])([CH:31]([CH3:33])[CH3:32])[CH:28]([CH3:30])[CH3:29].N1C=CN=C1>CN(C)C=O>[F:1][C:2]1[CH:3]=[CH:4][C:5]([CH2:6][N:7]2[C:20](=[O:21])[C:19]3[C:18]([O:22][Si:27]([CH:34]([CH3:36])[CH3:35])([CH:31]([CH3:33])[CH3:32])[CH:28]([CH3:30])[CH3:29])=[C:17]4[C:12]([CH:13]=[CH:14][CH:15]=[N:16]4)=[CH:11][C:10]=3[CH2:9][C:8]2=[O:23])=[CH:24][CH:25]=1. Reported procedure: For example, 7-(4-fluoro-benzyl)-9-hydroxy-5H-1,7-diaza-anthracene-6,8-dione A1.6 is reacted with one molar equivalent of chlorotriisopropylsilane and imidazole in dimethylformamide at ambient temperature, as described in Tet. Lett., 2865, 1974, to produce 7-(4-fluoro-benzyl)-9-triisopropylsilanyloxy-5H-1,7-diaza-anthracene-6,8-dione A1.7. The product is then reacted in dimethylformamide solution at about 60° C. with one molar equivalent of a dialkyl 2-bromoethyl phosphonate A1.8 (Aldrich) and l... Starting materials: [OH-].[Li+] (Lithium hydroxide), C(C)C=1N=C(SC1)C=1C=CC(=NC1)OCCCOC=1C=C2C=CN(C2=CC1)C(C(=O)OC)C (methyl 2-[5-(3-{[5-(4-ethyl-1,3-thiazol-2-yl)-2-pyridinyl]oxy}propoxy)-1H-indol-1-yl]propanoate), CO (methanol), O (water). Run in C1CCOC1 (THF). Conditions: time 18 hour. The product is C(C)C=1N=C(SC1)C=1C=CC(=NC1)OCCCOC=1C=C2C=CN(C2=CC1)C(C(=O)O)C (2-[5-(3-{[5-(4-ethyl-1,3-thiazol-2-yl)-2-pyridinyl]oxy}propoxy)-1H-indol-1-yl]propanoic acid). The yield is 83.3%. As a reaction SMILES: [OH-].[Li+].[CH2:3]([C:5]1[N:6]=[C:7]([C:10]2[CH:11]=[CH:12][C:13]([O:16][CH2:17][CH2:18][CH2:19][O:20][C:21]3[CH:22]=[C:23]4[C:27](=[CH:28][CH:29]=3)[N:26]([CH:30]([CH3:35])[C:31]([O:33]C)=[O:32])[CH:25]=[CH:24]4)=[N:14][CH:15]=2)[S:8][CH:9]=1)[CH3:4].CO.O>C1COCC1>[CH2:3]([C:5]1[N:6]=[C:7]([C:10]2[CH:11]=[CH:12][C:13]([O:16][CH2:17][CH2:18][CH2:19][O:20][C:21]3[CH:22]=[C:23]4[C:27](=[CH:28][CH:29]=3)[N:26]([CH:30]([CH3:35])[C:31]([OH:33])=[O:32])[CH:25]=[CH:24]4)=[N:14][CH:15]=2)[S:8][CH:9]=1)[CH3:4] |f:0.1|. Procedure details: Lithium hydroxide (0.05 g, 2.15 mmol) was added to a solution of methyl 2-[5-(3-{[5-(4-ethyl-1,3-thiazol-2-yl)-2-pyridinyl]oxy}propoxy)-1H-indol-1-yl]propanoate (Example 69, 0.1 g, 0.21 mmol) in a mixture of THF (2 mL), methanol (2 mL), and water (1 mL). The reaction mixture was stirred at rt for 18 h and then concentrated under reduced pressure. The residue was diluted with water and acidified with 5% H3PO4. The aqueous layer was extracted with ethyl acetate. The combined organic extracts were ... Reactants: C(C)(C)(C)OC(=O)N1C2C1CC1=CC=CC=C21 ((±)N-tert-butoxycarbonyl-1,2-iminoindane), C(C1=CC=CC=C1)C1=CC=C(C=C1)O (4-benzylphenol). The reagents and catalysts are C1(=CC=C(C=C1)S(=O)(=O)[O-])C.[NH+]1=CC=CC=C1 (pyridinium p-toluenesulfonate). Solvent: C(Cl)(Cl)Cl (chloroform), C(Cl)(Cl)Cl (chloroform). Product: C(C1=CC=CC=C1)C1=CC=C(O[C@H]2[C@H](CC3=CC=CC=C23)NC(=O)OC(C)(C)C)C=C1 ((±)cis-1-(4-Benzylphenoxy)-2-tert-butoxycarbonylaminoindane). Yield: 38.7%. As a reaction SMILES: [C:1]([O:5][C:6]([N:8]1[CH:10]2[CH2:11][C:12]3[C:17]([CH:9]12)=[CH:16][CH:15]=[CH:14][CH:13]=3)=[O:7])([CH3:4])([CH3:3])[CH3:2].[CH2:18]([C:25]1[CH:30]=[CH:29][C:28]([OH:31])=[CH:27][CH:26]=1)[C:19]1[CH:24]=[CH:23][CH:22]=[CH:21][CH:20]=1>C(Cl)(Cl)Cl.C1(C)C=CC(S([O-])(=O)=O)=CC=1.[NH+]1C=CC=CC=1>[CH2:18]([C:25]1[CH:26]=[CH:27][C:28]([O:31][C@@H:9]2[C:17]3[C:12](=[CH:13][CH:14]=[CH:15][CH:16]=3)[CH2:11][C@@H:10]2[NH:8][C:6]([O:5][C:1]([CH3:4])([CH3:3])[CH3:2])=[O:7])=[CH:29][CH:30]=1)[C:19]1[CH:20]=[CH:21][CH:22]=[CH:23][CH:24]=1 |f:3.4|. Procedure details: The title compound was prepared in a similar manner to Preparation 18 from (±)N-tert-butoxycarbonyl-1,2-iminoindane (2 g, 8.7 mmol), 4-benzylphenol (1.59 g, 8.7 mmol), pyridinium p-toluenesulfonate (30 mg) and chloroform (50 ml). After a reaction time of 3 h, the reaction was diluted with chloroform (50 ml) then washed sequentially with saturated aq. sodium bicarbonate, water and brine. After drying over Na2 SO4, volatiles were removed in vacuo and the residue subjected to column chromatography ... Reactants: [H-].[Al+3].[Li+].[H-].[H-].[H-] (lithium aluminum hydride), Cl (hydrochloric acid), OC1CC(=C(C(C1)(C)C)C#CC(C)O)C (4-(4-hydroxy-2,6,6-trimethylcyclohex-1-enyl)but-3-yn-2-ol), O (water). The solvent is COCCOCCOC (diglyme), O1CCCC1 (tetrahydrofuran), C1CCOC1 (THF). Yields the product OC1CC(=C(C(C1)(C)C)C=CC(C)O)C (4-(4-hydroxy-2,6,6-trimethylcyclohex-1-enyl)but-3-en- 2-ol). The yield is 55.5%. Reaction SMILES: [H-].[Al+3].[Li+].[H-].[H-].[H-].[OH:7][CH:8]1[CH2:13][C:12]([CH3:15])([CH3:14])[C:11]([C:16]#[C:17][CH:18]([OH:20])[CH3:19])=[C:10]([CH3:21])[CH2:9]1.O.Cl>COCCOCCOC.O1CCCC1>[OH:7][CH:8]1[CH2:13][C:12]([CH3:14])([CH3:15])[C:11]([CH:16]=[CH:17][CH:18]([OH:20])[CH3:19])=[C:10]([CH3:21])[CH2:9]1 |f:0.1.2.3.4.5|. Procedure details: To a suspension of 1.1 g of lithium aluminum hydride in 30 ml of anhydrous diglyme and 10 ml of anhydrous tetrahydrofuran (hereinafter "THF") was added dropwise 10 ml of an anhydrous THF solution containing 5 g of 4-(4-hydroxy-2,6,6-trimethylcyclohex-1-enyl)but-3-yn-2-ol in a nitrogen atmosphere, and the mixture was stirred at reflux for 15 hours. After completion of the reaction, the reaction mixture was cooled and carefully hydrolyzed with water under ice-cooling. The aqueous phase was neutral... Starting materials: B(Br)(Br)Br (Boron tribromide), COC1=CC=C(C=C1)N1N=CC2=CC=CC=C12 (1-(4-Methoxyphenyl)-1H-indazole), C([O-])(O)=O.[Na+] (sodium bicarbonate). Solvent: ClCCl (dichloromethane). Reaction conditions: temperature 40 celsius, time 5 hour. Yields the product N1(N=CC2=CC=CC=C12)C1=CC=C(C=C1)O (4-Indazol-1-yl-phenol). As a reaction SMILES: C[O:2][C:3]1[CH:8]=[CH:7][C:6]([N:9]2[C:17]3[C:12](=[CH:13][CH:14]=[CH:15][CH:16]=3)[CH:11]=[N:10]2)=[CH:5][CH:4]=1.B(Br)(Br)Br.C(=O)(O)[O-].[Na+]>ClCCl>[N:9]1([C:6]2[CH:7]=[CH:8][C:3]([OH:2])=[CH:4][CH:5]=2)[C:17]2[C:12](=[CH:13][CH:14]=[CH:15][CH:16]=2)[CH:11]=[N:10]1 |f:2.3|. Procedure details: 1-(4-Methoxyphenyl)-1H-indazole (30 mg, 0.134 mmol) was dissolved in dichloromethane (0.4 mL) and cooled to 40° C. Boron tribromide (0.4 mL, 1 M solution in dichloromethane, 0.4 mmol) was added, and the reaction was warmed to rt and stirred for 5 hours. Saturated sodium bicarbonate solution was added, and the mixture was extracted with dichloromethane. The extracts were dried over MgSO4 and concentrated to give the desired product. LC-MS (C13H10N2O calculated 210) m/z 211 (M+H). Solvent: ClCCCl (DCE). Conditions: time 1 hour. RXN SMILES: [CH:1]1([N:4]([CH2:18][C:19]2[O:20][CH:21]=[C:22]([C:24]([N:26]3[CH2:31][CH2:30][NH:29][CH2:28][CH2:27]3)=[O:25])[N:23]=2)[S:5]([C:8]2[C:13]([CH3:14])=[CH:12][C:11]([O:15][CH3:16])=[CH:10][C:9]=2[CH3:17])(=[O:7])=[O:6])[CH2:3][CH2:2]1.[NH:32]1[CH:36]=[C:35]([CH:37]=O)[N:34]=[CH:33]1.CC(O)=O>ClCCCl>[CH:1]1([N:4]([CH2:18][C:19]2[O:20][CH:21]=[C:22]([C:24]([N:26]3[CH2:31][CH2:30][N:29]([CH2:37][C:35]4[N:34]=[CH:33][NH:32][CH:36]=4)[CH2:28][CH2:27]3)=[O:25])[N:23]=2)[S:5]([C:8]2[C:9]([CH3:17])=[CH:10][C:11]([O:15][CH3:16])=[CH:12][C:13]=2[CH3:14])(=[O:6])=[O:7])[CH2:2][CH2:3]1. Procedure: To a stirred solution of N-cyclopropyl-4-methoxy-2,6-dimethyl-N-{[4-(piperazin-1-ylcarbonyl)-1,3-oxazol-2-yl]methyl}benzenesulfonamide (30 mg, 0.07 mmol) in DCE (2 mL) were added 1-H-imidazole-4-carboxaldehyde (8 mg, 0.08 mmol) and AcOH (3 μL, 0.07 mmol) and the reaction mixture was stirred for 1 h at ambient temperature. STAB (20 mg, 0.09 mmol) was added and the reaction was stirred for 16 h. The reaction mixture was quenched with H2O (2 mL) and extracted with DCM (3×2 mL). The organic layer wa... Yields the product C1(CC1)N(S(=O)(=O)C1=C(C=C(C=C1C)OC)C)CC=1OC=C(N1)C(=O)N1CCN(CC1)CC=1N=CNC1 (N-Cyclopropyl-N-[(4-{[4-(1H-imidazol-4-ylmethyl)piperazin-1-yl]carbonyl}-1,3-oxazol-2-yl)methyl]-4-methoxy-2,6-dimethylbenzenesulfonamide). The reactants are C1(CC1)N(S(=O)(=O)C1=C(C=C(C=C1C)OC)C)CC=1OC=C(N1)C(=O)N1CCNCC1 (N-cyclopropyl-4-methoxy-2,6-dimethyl-N-{[4-(piperazin-1-ylcarbonyl)-1,3-oxazol-2-yl]methyl}benzenesulfonamide), N1C=NC(=C1)C=O (1-H-imidazole-4-carboxaldehyde), CC(=O)O (AcOH). The reactants are COc1ccc(CCOc2cccc3[nH]c(C(=O)O)cc23)cc1, CC1CN(CCC2(O)CCC(N)CC2)CCC1O. Product: COc1ccc(CCOc2cccc3[nH]c(C(=O)NC4CCC(O)(CCN5CCC(O)C(C)C5)CC4)cc23)cc1. RXN SMILES: [CH3:1][O:2][c:3]1[cH:4][cH:5][c:6]([CH2:9][CH2:10][O:11][c:12]2[c:13]3[cH:14][c:15]([C:21](=[O:22])[OH:23])[nH:16][c:17]3[cH:18][cH:19][cH:20]2)[cH:7][cH:8]1.[NH2:24][CH:25]1[CH2:26][CH2:27][C:28]([OH:31])([CH2:32][CH2:33][N:34]2[CH2:35][CH:36]([CH3:41])[CH:37]([OH:40])[CH2:38][CH2:39]2)[CH2:29][CH2:30]1>>[CH3:1][O:2][c:3]1[cH:4][cH:5][c:6]([CH2:9][CH2:10][O:11][c:12]2[c:13]3[cH:14][c:15]([C:21](=[O:23])[NH:24][CH:25]4[CH2:26][CH2:27][C:28]([OH:31])([CH2:32][CH2:33][N:34]5[CH2:35][CH:36]([CH3:41])[CH:37]([OH:40])[CH2:38][CH2:39]5)[CH2:29][CH2:30]4)[nH:16][c:17]3[cH:18][cH:19][cH:20]2)[cH:7][cH:8]1.